Dataset: the Open Reaction Database (ORD), a public repository of structured organic reaction records. Task: describe an organic reaction: reactants, conditions, products, and yield Starting materials: COC(=O)C=1NC2=CC=C(C=C2C1)O (5-Hydroxy-1H-indole-2-carboxylic acid methyl ester), alcohol, C1(=CC=CC=C1)O (phenol), C(C1=CC=CC=C1)C=1C=NC2=C(C=CC=C2C1C=1C=C(C=CC1)CO)C(F)(F)F ([3-(3-Benzyl-8-trifluoromethyl-quinolin-4-yl)-phenyl]-methanol). The product is C(C1=CC=CC=C1)C=1C=NC2=C(C=CC=C2C1C=1C=C(COC=2C=C3C=C(NC3=CC2)C(=O)O)C=CC1)C(F)(F)F (5-({3-[3-BENZYL-8-(TRIFLUOROMETHYL)QUINOLIN-4-YL]BENZYL}OXY)-1H-INDOLE-2-CARBOXYLIC ACID). As a reaction SMILES: C[O:2][C:3]([C:5]1[NH:6][C:7]2[C:12]([CH:13]=1)=[CH:11][C:10]([OH:14])=[CH:9][CH:8]=2)=[O:4].C1(O)C=CC=CC=1.[CH2:22]([C:29]1[CH:30]=[N:31][C:32]2[C:37]([C:38]=1[C:39]1[CH:40]=[C:41]([CH2:45]O)[CH:42]=[CH:43][CH:44]=1)=[CH:36][CH:35]=[CH:34][C:33]=2[C:47]([F:50])([F:49])[F:48])[C:23]1[CH:28]=[CH:27][CH:26]=[CH:25][CH:24]=1>>[CH2:22]([C:29]1[CH:30]=[N:31][C:32]2[C:37]([C:38]=1[C:39]1[CH:40]=[C:41]([CH:42]=[CH:43][CH:44]=1)[CH2:45][O:14][C:10]1[CH:11]=[C:12]3[C:7](=[CH:8][CH:9]=1)[NH:6][C:5]([C:3]([OH:2])=[O:4])=[CH:13]3)=[CH:36][CH:35]=[CH:34][C:33]=2[C:47]([F:50])([F:49])[F:48])[C:23]1[CH:24]=[CH:25][CH:26]=[CH:27][CH:28]=1. Reported procedure: The title compound was prepared using the procedure of example 69 using 5-Hydroxy-1H-indole-2-carboxylic acid methyl ester as the phenol and [3-(3-Benzyl-8-trifluoromethyl-quinolin-4-yl)-phenyl]-methanol as the alcohol. MS (ESI) m/z 553. The reactants are pentadienyl anion, CC(=[CH-])C=C(C)C.[K+] (potassium 2,4-dimethylpentadienide), C[Si](C)(C)Cl (trimethylsilyl chloride). The solvent is C1CCOC1 (THF), C1CCOC1 (THF). Conditions: time 8 hour. The product is C[Si](CC(=CC(=C)C)C)(C)C (1-(trimethylsilyl)-2,4-dimethyl-2,4-pentadiene). RXN SMILES: [CH3:1][C:2]([CH:4]=[C:5]([CH3:7])[CH3:6])=[CH-:3].[K+].[CH3:9][Si:10](Cl)([CH3:12])[CH3:11]>C1COCC1>[CH3:9][Si:10]([CH3:12])([CH3:11])[CH2:3][C:2]([CH3:1])=[CH:4][C:5]([CH3:7])=[CH2:6] |f:0.1|. Reported procedure: A solution of 15.1 g (112 mmol) of potassium 2,4-dimethylpentadienide in 250 mL of THF was added to a -35° C. solution of 36.0 g (33.1 mmol) of trimethylsilyl chloride in 200 mL of THF. The yellow-orange color of the pentadienyl anion faded instantly upon addition. The reaction mixture was stirred overnight. The solvent was removed under reduced pressure, the residue was extracted with pentane, the resulting solution was filtered from insolubles and concentrated under reduced pressure to give th... The reactants are CCOC(=O)NN, O=C([O-])[O-], [Cl-], CN(CCO)c1ccc(Cl)nn1, [K+], [K+], [Na+], O. The product is CCOC(=O)NNc1ccc(N(C)CCO)nn1. As a reaction SMILES: [C:13](=[O:14])([O:15][CH2:16][CH3:17])[NH:18][NH2:19].[C:23](=[O:24])([O-:25])[O-:26].[Cl-:21].[Cl:1][c:2]1[n:3][n:4][c:5]([N:8]([CH2:9][CH2:10][OH:11])[CH3:12])[cH:6][cH:7]1.[K+:27].[K+:28].[Na+:20].[OH2:22]>>[c:2]1([NH:19][NH:18][C:13](=[O:14])[O:15][CH2:16][CH3:17])[n:3][n:4][c:5]([N:8]([CH2:9][CH2:10][OH:11])[CH3:12])[cH:6][cH:7]1. The reactants are ClC1=CC=C(C=C1)[C@@H]1N=C(N([C@@H]1C1=CC=C(C=C1)Cl)C(=O)Cl)C=1SC=CC1OCC ((4S,5R)-4,5-Bis-(4-chloro-phenyl)-2-(3-ethoxy-thiophen-2-yl)-4,5-dihydro-imidazole-1-carbonyl chloride), C(C)S(=O)(=O)N1CCNCC1 (1-ethanesulfonyl-piperazine). The product is ClC1=CC=C(C=C1)[C@@H]1N=C(N([C@@H]1C1=CC=C(C=C1)Cl)C(=O)N1CCN(CC1)S(=O)(=O)CC)C=1SC=CC1OCC ([(4S,5R)-4,5-bis-(4-chloro-phenyl)-2-(3-ethoxy-thiophen-2-yl)-4,5-dihydro-imidazol-1-yl]-(4-ethanesulfonyl-piperazin-1-yl)-methanone). RXN SMILES: [Cl:1][C:2]1[CH:7]=[CH:6][C:5]([C@H:8]2[C@@H:12]([C:13]3[CH:18]=[CH:17][C:16]([Cl:19])=[CH:15][CH:14]=3)[N:11]([C:20](Cl)=[O:21])[C:10]([C:23]3[S:24][CH:25]=[CH:26][C:27]=3[O:28][CH2:29][CH3:30])=[N:9]2)=[CH:4][CH:3]=1.[CH2:31]([S:33]([N:36]1[CH2:41][CH2:40][NH:39][CH2:38][CH2:37]1)(=[O:35])=[O:34])[CH3:32]>>[Cl:1][C:2]1[CH:7]=[CH:6][C:5]([C@H:8]2[C@@H:12]([C:13]3[CH:14]=[CH:15][C:16]([Cl:19])=[CH:17][CH:18]=3)[N:11]([C:20]([N:39]3[CH2:38][CH2:37][N:36]([S:33]([CH2:31][CH3:32])(=[O:34])=[O:35])[CH2:41][CH2:40]3)=[O:21])[C:10]([C:23]3[S:24][CH:25]=[CH:26][C:27]=3[O:28][CH2:29][CH3:30])=[N:9]2)=[CH:4][CH:3]=1. Procedure details: 2-{4-[(4S,5R)-4,5-Bis-(4-chloro-phenyl)-2-(3-ethoxy-thiophen-2-yl)-4,5-dihydro-imidazole-1-carbonyl chloride (example 34) was reacted with 1-ethanesulfonyl-piperazine to give [(4S,5R)-4,5-bis-(4-chloro-phenyl)-2-(3-ethoxy-thiophen-2-yl)-4,5-dihydro-imidazol-1-yl]-(4-ethanesulfonyl-piperazin-1-yl)-methanone in an analogous manner as described in example 1. LR-MS: 621.2 [(M+H)+] Reactants: NO, NC(=O)NCC(=O)[O-], C1COCCO1. Product: NC(=O)NCC(=O)NO. Reaction SMILES: [NH2:9][OH:10].[NH:1]([C:2](=[O:3])[NH2:4])[CH2:5][C:6](=[O:7])[O-:8].[O:11]1[CH2:12][CH2:13][O:14][CH2:15][CH2:16]1>>[NH:1]([C:2](=[O:3])[NH2:4])[CH2:5][C:6](=[O:8])[NH:9][OH:10]. Starting materials: C1(CC1)[Mg]Br (Cyclopropyl magnesium bromide), C1(=CC=CC=C1)[C@H]1N(CC(=C1)OS(=O)(=O)C(F)(F)F)C(=O)OC(C)(C)C (tert-butyl (2S)-2-phenyl-4-{[(trifluoromethyl)sulfonyl]oxy}-2,5-dihydro-1H-pyrrole-1-carboxylate). The reagents and catalysts are [Cu](I)I (copper iodide). The solvent is C1CCOC1 (THF). Conditions: temperature -10 celsius, time 15 minute. Product: C1(CC1)C1=C[C@H](N(C1)C(=O)OC(C)(C)C)C1=CC=CC=C1 (tert-butyl (2S)-4-cyclopropyl-2-phenyl-2,5-dihydro-1H-pyrrole-1-carboxylate). RXN SMILES: [C:1]1([C@@H:7]2[CH:11]=[C:10](OS(C(F)(F)F)(=O)=O)[CH2:9][N:8]2[C:20]([O:22][C:23]([CH3:26])([CH3:25])[CH3:24])=[O:21])[CH:6]=[CH:5][CH:4]=[CH:3][CH:2]=1.[CH:27]1([Mg]Br)[CH2:29][CH2:28]1>[Cu](I)I.C1COCC1>[CH:27]1([C:10]2[CH2:9][N:8]([C:20]([O:22][C:23]([CH3:26])([CH3:25])[CH3:24])=[O:21])[C@H:7]([C:1]3[CH:6]=[CH:5][CH:4]=[CH:3][CH:2]=3)[CH:11]=2)[CH2:29][CH2:28]1. Reported procedure: Tert-butyl (2S)-2-phenyl-4-{[(trifluoromethyl)sulfonyl]oxy}-2,5-dihydro-1H-pyrrole-1-carboxylate (5-4, 100 mg, 0.254 mmol, 1 equiv) was added to a solution of dry THF (5 ml) containing copper iodide (5 mg, 0.025 mmol, 0.2 equiv) at −10° C. Cyclopropyl magnesium bromide (0.508 mL, 0.508 mmol, 2 equiv) was added drop wise and the resulting solution was stirred at −10° C. for 15 minutes. The reaction mixture was partitioned between aqueous ammonium chloride solution (15 mL) and ethyl acetate (3×10 ...